From a dataset of the Open Reaction Database (ORD), a public repository of structured organic reaction records. describe an organic reaction: reactants, conditions, products, and yield Reported procedure: Benzenesulfonyl chloride (12.8 mL, 100 mmol) was added rapidly to a solution of 3-methyl-4-nitrobenzoic acid (9.06 g, 50 mmole) in dry pyridine (25 mL) at 40° C. The reaction was mildly exothermic. The cloudy, orange solution was stirred for 5 min, then t-butanol (4.7 mL, 50 mmole, 1 eq.) was added. After 1 h, the reddish-orange mixture was poured into ice/water (200 mL), and the resulting mixture was stirred briskly for 1 h. The solid was collected by suction filtration, washed with H2O, and di... Reaction SMILES: C1(S(Cl)(=O)=O)C=CC=CC=1.[CH3:11][C:12]1[CH:13]=[C:14]([CH:18]=[CH:19][C:20]=1[N+:21]([O-:23])=[O:22])[C:15]([OH:17])=[O:16].[C:24](O)([CH3:27])([CH3:26])[CH3:25]>N1C=CC=CC=1>[CH3:11][C:12]1[CH:13]=[C:14]([CH:18]=[CH:19][C:20]=1[N+:21]([O-:23])=[O:22])[C:15]([O:17][C:24]([CH3:27])([CH3:26])[CH3:25])=[O:16]. Starting materials: ice water, C1(=CC=CC=C1)S(=O)(=O)Cl (Benzenesulfonyl chloride), CC=1C=C(C(=O)O)C=CC1[N+](=O)[O-] (3-methyl-4-nitrobenzoic acid), C(C)(C)(C)O (t-butanol). Conditions: time 5 minute. Yields the product CC=1C=C(C(=O)OC(C)(C)C)C=CC1[N+](=O)[O-] (t-butyl 3-methyl-4-nitro-benzoate). The solvent is N1=CC=CC=C1 (pyridine). Starting materials: COc1cc(C(C)C)c2c(c1)S(=O)(=O)N(CBr)C2=O, [F-], [K+], CN(C)C=O, Oc1cc(C(F)(F)F)nn1-c1ccncc1. Yields the product COc1cc(C(C)C)c2c(c1)S(=O)(=O)N(COc1cc(C(F)(F)F)nn1-c1ccncc1)C2=O. RXN SMILES: [Br:19][CH2:20][N:21]1[S:22](=[O:36])(=[O:37])[c:23]2[c:24]([c:27]([CH:33]([CH3:34])[CH3:35])[cH:28][c:29]([O:31][CH3:32])[cH:30]2)[C:25]1=[O:26].[F-:17].[K+:18].[O:38]=[CH:39][N:40]([CH3:41])[CH3:42].[n:1]1[cH:2][cH:3][c:4](-[n:7]2[n:8][c:9]([C:13]([F:14])([F:15])[F:16])[cH:10][c:11]2[OH:12])[cH:5][cH:6]1>>[n:1]1[cH:2][cH:3][c:4](-[n:7]2[n:8][c:9]([C:13]([F:14])([F:15])[F:16])[cH:10][c:11]2[O:12][CH2:20][N:21]2[S:22](=[O:36])(=[O:37])[c:23]3[c:24]([c:27]([CH:33]([CH3:34])[CH3:35])[cH:28][c:29]([O:31][CH3:32])[cH:30]3)[C:25]2=[O:26])[cH:5][cH:6]1. The reactants are O1CCN(CC1)C(CC=1C(=NN2C1C=CC=C2)C2=CC=CC=C2)=S (3-(2-morpholino-2-thioxoethyl)-2-phenylpyrazolo[1,5-a]pyridine), [OH-].[K+] (potassium hydroxide), O (water), Cl (hydrochloric acid). The product is C1(=CC=CC=C1)C1=NN2C(C=CC=C2)=C1CC(=O)O (2-(2-phenylpyrazolo[1,5-a]pyridin-3-yl)acetic acid). Reaction SMILES: O1CCN([C:7](=S)[CH2:8][C:9]2[C:10]([C:18]3[CH:23]=[CH:22][CH:21]=[CH:20][CH:19]=3)=[N:11][N:12]3[CH:17]=[CH:16][CH:15]=[CH:14][C:13]=23)CC1.[OH-:25].[K+].Cl.[OH2:28]>>[C:18]1([C:10]2[C:9]([CH2:8][C:7]([OH:28])=[O:25])=[C:13]3[CH:14]=[CH:15][CH:16]=[CH:17][N:12]3[N:11]=2)[CH:23]=[CH:22][CH:21]=[CH:20][CH:19]=1 |f:1.2|. Procedure: A mixture of 3-(2-morpholino-2-thioxoethyl)-2-phenylpyrazolo[1,5-a]pyridine (5.50 g), potassium hydroxide (85%, 6.45 g) and water (44 ml) was refluxed for 14 hours. After cooling, the reaction mixture was poured onto ice (110 g) and acidified with 6N-hydrochloric acid (pH≈2) and the resulting precipitates were collected to give 2-(2-phenylpyrazolo[1,5-a]pyridin-3-yl)acetic acid (4.20 g). Starting materials: O=C(Nc1c[nH]c2ncc(Br)c(F)c12)c1ccccc1, CCCCO, CC#N, CC(C)(C)OC(=O)NC1CCCNC1, O. Product: CC(C)(C)OC(=O)NC1CCCN(c2c(Br)cnc3[nH]cc(NC(=O)c4ccccc4)c23)C1. Reaction SMILES: [Br:15][c:16]1[c:17]([F:34])[c:18]2[c:19]([n:20][cH:21]1)[nH:22][cH:23][c:24]2[NH:25][C:26]([c:27]1[cH:28][cH:29][cH:30][cH:31][cH:32]1)=[O:33].[CH2:39]([OH:40])[CH2:41][CH2:42][CH3:43].[CH3:35][C:36]#[N:37].[NH:1]1[CH2:2][CH:3]([NH:7][C:8]([O:9][C:10]([CH3:11])([CH3:12])[CH3:13])=[O:14])[CH2:4][CH2:5][CH2:6]1.[OH2:38]>>[N:1]1([c:17]2[c:16]([Br:15])[cH:21][n:20][c:19]3[c:18]2[c:24]([NH:25][C:26]([c:27]2[cH:28][cH:29][cH:30][cH:31][cH:32]2)=[O:33])[cH:23][nH:22]3)[CH2:2][CH:3]([NH:7][C:8]([O:9][C:10]([CH3:11])([CH3:12])[CH3:13])=[O:14])[CH2:4][CH2:5][CH2:6]1.